The task is: describe an organic reaction: reactants, conditions, products, and yield. This data is from the Open Reaction Database (ORD), a public repository of structured organic reaction records. Starting materials: 21, [N+](=O)([O-])C1=CC=C(C=C1)N1C(NCC1)=O (1-(4-nitrophenyl)-2-imidazolidinone), IC (iodomethane), [OH-].[K+] (potassium hydroxide), CS(=O)C (dimethyl sulfoxide), 16, IC (iodomethane), [OH-].[K+] (potassium hydroxide). Solvent: O (water). Run at time 3 hour. The product is 16.5, CN1C(N(CC1)C1=CC=C(C=C1)[N+](=O)[O-])=O (1-methyl-3-(4-nitrophenyl)-2-imidazolidinone). Isolated yield 74.0%. RXN SMILES: [N+:1]([C:4]1[CH:9]=[CH:8][C:7]([N:10]2[CH2:14][CH2:13][NH:12][C:11]2=[O:15])=[CH:6][CH:5]=1)([O-:3])=[O:2].IC.[OH-].[K+].[CH3:20]S(C)=O>O>[CH3:20][N:12]1[CH2:13][CH2:14][N:10]([C:7]2[CH:6]=[CH:5][C:4]([N+:1]([O-:3])=[O:2])=[CH:9][CH:8]=2)[C:11]1=[O:15] |f:2.3|. Reported procedure: A mixture of 21 parts of 1-(4-nitrophenyl)-2-imidazolidinone, 16 parts of iodomethane, 10 parts of potassium hydroxide and 200 parts of dimethyl sulfoxide was stirred for 3 hours at room temperature. Another portion of 16 parts of iodomethane and 10 parts of potassium hydroxide were added. Stirring was continued overnight. 300 Parts of water were added to the reaction mixture and the whole was stirred. The precipitated product was filtered off and crystallized from 4-methyl-2-pentanone, yielding...